This data is from the Open Reaction Database (ORD), a public repository of structured organic reaction records. The task is: describe an organic reaction: reactants, conditions, products, and yield The reactants are Fc1ccc2nc(CBr)ccc2c1, O=C([O-])[O-], CCOC(=O)C(C)(C)Cc1c(SC(C)(C)C)c2cc(O)ccc2n1Cc1ccc(-c2ccc(OC)nc2)cc1, CC#N, [Cs+], [Cs+]. Product: CCOC(=O)C(C)(C)Cc1c(SC(C)(C)C)c2cc(OCc3ccc4cc(F)ccc4n3)ccc2n1Cc1ccc(-c2ccc(OC)nc2)cc1. Reaction SMILES: [Br:40][CH2:41][c:42]1[n:43][c:44]2[cH:45][cH:46][c:47]([F:52])[cH:48][c:49]2[cH:50][cH:51]1.[C:53](=[O:54])([O-:55])[O-:56].[CH2:1]([CH3:2])[O:3][C:4]([C:5]([CH2:6][c:7]1[n:8]([CH2:22][c:23]2[cH:24][cH:25][c:26](-[c:29]3[cH:30][n:31][c:32]([O:35][CH3:36])[cH:33][cH:34]3)[cH:27][cH:28]2)[c:9]2[cH:10][cH:11][c:12]([OH:21])[cH:13][c:14]2[c:15]1[S:16][C:17]([CH3:18])([CH3:19])[CH3:20])([CH3:37])[CH3:38])=[O:39].[CH3:59][C:60]#[N:61].[Cs+:57].[Cs+:58]>>[CH2:1]([CH3:2])[O:3][C:4]([C:5]([CH2:6][c:7]1[n:8]([CH2:22][c:23]2[cH:24][cH:25][c:26](-[c:29]3[cH:30][n:31][c:32]([O:35][CH3:36])[cH:33][cH:34]3)[cH:27][cH:28]2)[c:9]2[cH:10][cH:11][c:12]([O:21][CH2:41][c:42]3[n:43][c:44]4[cH:45][cH:46][c:47]([F:52])[cH:48][c:49]4[cH:50][cH:51]3)[cH:13][c:14]2[c:15]1[S:16][C:17]([CH3:18])([CH3:19])[CH3:20])([CH3:37])[CH3:38])=[O:39].